This data is from the Open Reaction Database (ORD), a public repository of structured organic reaction records. The task is: describe an organic reaction: reactants, conditions, products, and yield Reactants: CCOC(=O)C(=O)CC(C)(C)c1cccc(F)c1OC, C1CCOC1, Cl, C[Si](C)(C)C(F)(F)C(F)(F)F, O. Yields the product CCOC(=O)C(O)(CC(C)(C)c1cccc(F)c1OC)C(F)(F)C(F)(F)F. RXN SMILES: [CH2:1]([CH3:2])[O:3][C:4]([C:5]([CH2:6][C:7]([CH3:8])([CH3:9])[c:10]1[c:11]([O:17][CH3:18])[c:12]([F:16])[cH:13][cH:14][cH:15]1)=[O:19])=[O:20].[CH2:34]1[O:35][CH2:36][CH2:37][CH2:38]1.[ClH:32].[F:21][C:22]([C:23]([F:24])([F:25])[F:26])([F:27])[Si:28]([CH3:29])([CH3:30])[CH3:31].[OH2:33]>>[CH2:1]([CH3:2])[O:3][C:4]([C:5]([CH2:6][C:7]([CH3:8])([CH3:9])[c:10]1[c:11]([O:17][CH3:18])[c:12]([F:16])[cH:13][cH:14][cH:15]1)([OH:19])[C:22]([F:21])([C:23]([F:24])([F:25])[F:26])[F:27])=[O:20]. The reactants are Compound 40b, C([C@H]1CCCO1)N ((R)-(−)-tetrahydrofurfurylamine), 40a, [N+](=O)([O-])C1=CC=C(CNC[C@@H]2OCCC2)C=C1 ((4-nitro-benzyl)-[(2R)-tetrahydro-furan-2-ylmethyl]-amine), 40b. Reagents/catalysts: [Rh] (Rh/C). Solvent: C(C)(=O)OCC (ethyl acetate). Conditions: time 2 hour. The product is O1[C@H](CCC1)CNCC1=CC=C(C=C1)N (4-({[(2R)-tetrahydro-furan-2-ylmethyl]-amino}-methyl)-phenylamine), 40c. As a reaction SMILES: C(N)[C@@H]1OCCC1.[N+:8]([C:11]1[CH:24]=[CH:23][C:14]([CH2:15][NH:16][CH2:17][C@H:18]2[CH2:22][CH2:21][CH2:20][O:19]2)=[CH:13][CH:12]=1)([O-])=O>C(OCC)(=O)C.[Rh]>[O:19]1[CH2:20][CH2:21][CH2:22][C@@H:18]1[CH2:17][NH:16][CH2:15][C:14]1[CH:13]=[CH:12][C:11]([NH2:8])=[CH:24][CH:23]=1. Reported procedure: Using the procedure of Example 1, (R)-(−)-tetrahydrofurfurylamine Compound 40a was used in place of piperidine to prepare (4-nitro-benzyl)-[(2R)-tetrahydro-furan-2-ylmethyl]-amine Compound 40b. 5% Rh/C (1.5 g) was added to a solution of Compound 40b (5.95 g, 25.2 mmol) in ethyl acetate (40 mL). The mixture was hydrogenated at 40 psi for a period of 2 hrs, then filtered through Celite. The filtrate was evaporated in vacuo to provide 4-({[(2R)-tetrahydro-furan-2-ylmethyl]-amino}-methyl)-phenylamin...